Dataset: the Open Reaction Database (ORD), a public repository of structured organic reaction records. Task: describe an organic reaction: reactants, conditions, products, and yield Starting materials: FC1=CC=C(C=C1)C(C(F)(F)C1=CC=C(C=C1)F)(F)F (1,2-bis(4-fluorophenyl)-1,1,2,2-tetrafluoroethane), C(CO)O (ethylene glycol), potassium tert.-butylate, ice water. Reaction conditions: temperature 150 celsius, time 7 hour. Product: OCCOC1=CC=C(C=C1)C(C(F)(F)C1=CC=C(C=C1)OCCO)(F)F (1,2-bis[4-(2-hydroxyethoxy)phenyl]-1,1,2,2-tetrafluoroethane). Reaction SMILES: F[C:2]1[CH:7]=[CH:6][C:5]([C:8]([F:20])([F:19])[C:9]([C:12]2[CH:17]=[CH:16][C:15](F)=[CH:14][CH:13]=2)([F:11])[F:10])=[CH:4][CH:3]=1.[CH2:21]([OH:24])[CH2:22][OH:23]>>[OH:23][CH2:22][CH2:21][O:24][C:2]1[CH:7]=[CH:6][C:5]([C:8]([F:20])([F:19])[C:9]([C:12]2[CH:17]=[CH:16][C:15]([O:23][CH2:22][CH2:21][OH:24])=[CH:14][CH:13]=2)([F:11])[F:10])=[CH:4][CH:3]=1. Reported procedure: 700 ml of ethylene glycol and 65 g of 1,2-bis(4-fluorophenyl)-1,1,2,2-tetrafluoroethane* are heated to 110° C. in a stirred flask. 57 g of potassium tert.-butylate are added in portions and the mixture is then stirred at 150° C. for 7 hours. The mixture is cooled, poured onto 4 liters of ice-water and mixed thoroughly with a homogenizer (Ultraturax). The crystals which have precipitated are filtered-off with suction, stirred again with 2 liters of water filtered-off with suction again, dried and... Reactants: COC(=O)C=1C=CC2=C(NC(O2)=S)C1 (5-methoxycarbonylbenzoxazolthione), P(Cl)(Cl)(Cl)(Cl)Cl (phosphorus pentachloride). Run in P(=O)(Cl)(Cl)Cl (phosphorus oxychloride). Product: ClC=1OC2=C(N1)C=C(C=C2)C(=O)OC (2-Chloro-5-methoxycarbonylbenzoxazole). Reaction SMILES: [CH3:1][O:2][C:3]([C:5]1[CH:6]=[CH:7][C:8]2[O:12][C:11](=S)[NH:10][C:9]=2[CH:14]=1)=[O:4].P(Cl)(Cl)(Cl)(Cl)[Cl:16]>P(Cl)(Cl)(Cl)=O>[Cl:16][C:11]1[O:12][C:8]2[CH:7]=[CH:6][C:5]([C:3]([O:2][CH3:1])=[O:4])=[CH:14][C:9]=2[N:10]=1. Procedure details: In a round bottom flask equipped with a magnetic stirrer, nitrogen inlet, reflux condenser and drying tube were placed 5-methoxycarbonylbenzoxazolthione (5.2 g, 0.025 mole), phosphorus pentachloride (5.2 g, 0,025 mole), and phosphorus oxychloride (40 mL). The reaction mixture was heated by an oil bath at 95°-100° C. for 4 hours. The reaction mixture was allowed to cool to room temperature and filtered. The filtrate was distilled with a short path distillation apparatus and the product was collec...